This data is from the Open Reaction Database (ORD), a public repository of structured organic reaction records. The task is: describe an organic reaction: reactants, conditions, products, and yield Starting materials: FC1=C(C(=O)O)C=CC(=C1)OC(F)(F)F (2-Fluoro-4-trifluoromethoxybenzoic acid), Cl.C(C)N=C=NCCCN(C)C (1-ethyl-(3-dimethylaminopropyl)carbodiimide hydrochloride), O.ON1N=NC2=C1C=CC=C2 (1-hydroxybenzotriazole monohydrate), CN1CCOCC1 (N-methylmorpholine), NC(C#N)(CN1N=C2C(N=CC(=C2)Br)=C1)C (2-amino-3-(6-bromo-2H-pyrazolo[4,3-b]pyridin-2-yl)-2-methylpropionitrile). The solvent is CN(C)C=O (DMF). Conditions: time 8 hour. Yields the product BrC1=CC=2C(N=C1)=CN(N2)CC(C)(C#N)NC(C2=C(C=C(C=C2)OC(F)(F)F)F)=O (N-[2-(6-Bromo-2H-pyrazolo[4,3-b]pyridin-2-yl)-1-cyano-1-methylethyl]-2-fluoro-4-trifluoromethoxybenzamide). The yield is 9.8%. RXN SMILES: [F:1][C:2]1[CH:10]=[C:9]([O:11][C:12]([F:15])([F:14])[F:13])[CH:8]=[CH:7][C:3]=1[C:4]([OH:6])=O.Cl.C(N=C=NCCCN(C)C)C.O.ON1C2C=CC=CC=2N=N1.CN1CCOCC1.[NH2:46][C:47]([CH3:61])([CH2:50][N:51]1[CH:60]=[C:54]2[N:55]=[CH:56][C:57]([Br:59])=[CH:58][C:53]2=[N:52]1)[C:48]#[N:49]>CN(C=O)C>[Br:59][C:57]1[CH:56]=[N:55][C:54]2=[CH:60][N:51]([CH2:50][C:47]([NH:46][C:4](=[O:6])[C:3]3[CH:7]=[CH:8][C:9]([O:11][C:12]([F:15])([F:14])[F:13])=[CH:10][C:2]=3[F:1])([C:48]#[N:49])[CH3:61])[N:52]=[C:53]2[CH:58]=1 |f:1.2,3.4|. Procedure details: 2-Fluoro-4-trifluoromethoxybenzoic acid (80 mg, 0.357 mmole), 1-ethyl-(3-dimethylaminopropyl)carbodiimide hydrochloride (EDAC.HCl, 78 mg, 0.4 mmole), 1-hydroxybenzotriazole monohydrate (HOBt.H2O, 69 mg, 0.45 mmole) and N-methylmorpholine (71 μL) were stirred in DMF (2 mL) for 20 minutes at room temperature prior to adding 2-amino-3-(6-bromo-2H-pyrazolo[4,3-b]pyridin-2-yl)-2-methylpropionitrile (100 mg, 0.357 mmole, described in Example 182). The mixture was stirred overnight at room temperature,... The reactants are IC=1C=CC(=NC1OC)NC (5-iodo-6-methoxy-N-methyl-2-pyridinamine), C(C)OC=C(C(=O)OCC)C(=O)OCC (diethyl ethoxymethylenemalonate). Procedure: 6-Methoxy-N-methyl-2-pyridinamine (17.24 g, 124 mmol) is dissolved in DMF (160 mL) and cooled to 0° C. followed by the addition of NIS (28 g, 124 mmol, 1 equiv), at a rate which keeps the reaction temperature below 10° C. The reaction is then allowed to warm to room temperature and stirred for 1 h. The reaction is distilled to dryness in vacuo and the residue is dissolved in CH2Cl2 and passed through a silica plug eluting with heptane/EtOAc (9/1) affording 32 g of crude 5-iodo-6-methoxy-N-methyl... Conditions: temperature 140 celsius. Yield: 16.0%. The product is IC=1C=C2C(C(=CN(C2=NC1OC)C)C(=O)OCC)=O (ethyl 6-iodo-7-methoxy-1-methyl-4-oxo-1,4-dihydro[1,8]naphthyridine-3-carboxylate). As a reaction SMILES: [I:1][C:2]1[CH:3]=[CH:4][C:5]([NH:10][CH3:11])=[N:6][C:7]=1[O:8][CH3:9].C(O[CH:15]=[C:16]([C:22]([O:24]CC)=O)[C:17]([O:19][CH2:20][CH3:21])=[O:18])C>>[I:1][C:2]1[CH:3]=[C:4]2[C:5](=[N:6][C:7]=1[O:8][CH3:9])[N:10]([CH3:11])[CH:15]=[C:16]([C:17]([O:19][CH2:20][CH3:21])=[O:18])[C:22]2=[O:24]. The reactants are FC(C(=O)NC1=C(C=C(C=C1)C)[N+](=O)[O-])(F)F (2,2,2-trifluoro-N-(4-methyl-2-nitrophenyl)-acetamide), COC(C1=CC=C(C=C1)CBr)=O (4-bromomethylbenzoic acid methyl ester), [H-].[Na+] (NaH), oil. Solvent: CN(C)C=O (DMF), CN(C)C=O (DMF), CCCCCC (hexane), CN(C)C=O (DMF). Reaction conditions: time 30 minute. The product is COC(C1=CC=C(C=C1)CN(C(C(F)(F)F)=O)C1=C(C=C(C=C1)C)[N+](=O)[O-])=O (4-{[(4-methyl-2-nitrophenyl)-(2,2,2-trifluoroacetyl)amino]methyl}benzoic acid methyl ester). Isolated yield 59.0%. As a reaction SMILES: [H-].[Na+].[F:3][C:4]([F:19])([F:18])[C:5]([NH:7][C:8]1[CH:13]=[CH:12][C:11]([CH3:14])=[CH:10][C:9]=1[N+:15]([O-:17])=[O:16])=[O:6].[CH3:20][O:21][C:22](=[O:31])[C:23]1[CH:28]=[CH:27][C:26]([CH2:29]Br)=[CH:25][CH:24]=1>CCCCCC.CN(C=O)C>[CH3:20][O:21][C:22](=[O:31])[C:23]1[CH:28]=[CH:27][C:26]([CH2:29][N:7]([C:8]2[CH:13]=[CH:12][C:11]([CH3:14])=[CH:10][C:9]=2[N+:15]([O-:17])=[O:16])[C:5](=[O:6])[C:4]([F:18])([F:19])[F:3])=[CH:25][CH:24]=1 |f:0.1|. Reported procedure: A portion of 60% NaH in mineral oil (2.9 g, 71.8 mmol, 1.1 eq) was pre-washed with hexane and suspended in dry DMF under nitrogen. The slurry was cooled in an ice bath and a solution of 2,2,2-trifluoro-N-(4-methyl-2-nitrophenyl)-acetamide (16.2 g, 65.3 mmol, 1.0 eq) in dry DMF was added dropwise over 15 min. The cooling bath was removed and the mixture was stirred for 30 min. The reaction mixture was cooled again and a solution of 4-bromomethylbenzoic acid methyl ester (20 g, 65.3 mmol, 1.0 eq) ... Starting materials: Br, Nc1nc(-c2ccccc2OCc2ccccc2)cs1, Cl, Cc1ccc(S(=O)(=O)Cl)cc1, c1ccncc1. The product is Cc1ccc(S(=O)(=O)Nc2nc(-c3ccccc3OCc3ccccc3)cs2)cc1. RXN SMILES: [BrH:1].[CH2:2]([c:3]1[cH:4][cH:5][cH:6][cH:7][cH:8]1)[O:9][c:10]1[c:11](-[c:16]2[n:17][c:18]([NH2:21])[s:19][cH:20]2)[cH:12][cH:13][cH:14][cH:15]1.[ClH:33].[c:22]1([CH3:32])[cH:23][cH:24][c:25]([S:28](=[O:29])(=[O:30])[Cl:31])[cH:26][cH:27]1.[cH:34]1[cH:35][cH:36][n:37][cH:38][cH:39]1>>[CH2:2]([c:3]1[cH:4][cH:5][cH:6][cH:7][cH:8]1)[O:9][c:10]1[c:11](-[c:16]2[n:17][c:18]([NH:21][S:28]([c:25]3[cH:24][cH:23][c:22]([CH3:32])[cH:27][cH:26]3)(=[O:29])=[O:30])[s:19][cH:20]2)[cH:12][cH:13][cH:14][cH:15]1. Starting materials: Cl, CCOC(=O)CC(c1ccccc1)n1cnc2cc(N)ccc21. Yields the product Nc1ccc2c(c1)ncn2C(CC(=O)O)c1ccccc1. RXN SMILES: [ClH:24].[NH2:1][c:2]1[cH:3][c:4]2[c:5]([n:6]([CH:9]([CH2:10][C:11](=[O:12])[O:13][CH2:14][CH3:15])[c:16]3[cH:17][cH:18][cH:19][cH:20][cH:21]3)[cH:7][n:8]2)[cH:22][cH:23]1>>[NH2:1][c:2]1[cH:3][c:4]2[c:5]([n:6]([CH:9]([CH2:10][C:11](=[O:12])[OH:13])[c:16]3[cH:17][cH:18][cH:19][cH:20][cH:21]3)[cH:7][n:8]2)[cH:22][cH:23]1.